From a dataset of the Open Reaction Database (ORD), a public repository of structured organic reaction records. describe an organic reaction: reactants, conditions, products, and yield Starting materials: C(C)(=O)O[C@H]1C[C@@H](CC2=CC=C3[C@@H]4CC[C@H](C(C)C(=O)O)[C@]4(CC[C@@H]3[C@@]12C)C)OC(C)=O (1α,3β-diacetoxypregna-5,7-diene-20-carboxylic acid), COC(=O)O[C@H]1C[C@@H](CC2=CC=C3[C@@H]4CC[C@H](C(C)C(=O)O)[C@]4(CC[C@@H]3[C@@]12C)C)OC(=O)OC (1α,3β-bis(methoxycarbonyloxy)pregna-5,7-diene-20-carboxylic acid). Yields the product C(C)(=O)O[C@H]1C[C@@H](CC2=CC=C3[C@@H]4CC[C@H](C(C)C(=O)OC)[C@]4(CC[C@@H]3[C@@]12C)C)OC(C)=O (methyl 1α,3β-di-acetoxypregna-5,7-diene-20-carboxylate). The yield is 100.3%. Reaction SMILES: [C:1]([O:4][C@@H:5]1[C@@:26]2([CH3:27])[C:9](=[CH:10][CH:11]=[C:12]3[C@@H:25]2[CH2:24][CH2:23][C@@:22]2([CH3:28])[C@H:13]3[CH2:14][CH2:15][C@@H:16]2[CH:17]([C:19]([OH:21])=[O:20])[CH3:18])[CH2:8][C@@H:7]([O:29][C:30](=[O:32])[CH3:31])[CH2:6]1)(=[O:3])[CH3:2].[CH3:33]OC(O[C@@H]1[C@@]2(C)C(=CC=C3[C@@H]2CC[C@@]2(C)[C@H]3CC[C@@H]2C(C(O)=O)C)C[C@@H](OC(OC)=O)C1)=O>>[C:1]([O:4][C@@H:5]1[C@@:26]2([CH3:27])[C:9](=[CH:10][CH:11]=[C:12]3[C@@H:25]2[CH2:24][CH2:23][C@@:22]2([CH3:28])[C@H:13]3[CH2:14][CH2:15][C@@H:16]2[CH:17]([C:19]([O:21][CH3:33])=[O:20])[CH3:18])[CH2:8][C@@H:7]([O:29][C:30](=[O:32])[CH3:31])[CH2:6]1)(=[O:3])[CH3:2]. Procedure details: The procedure of Example 7 was repeated except that 89 mg of 1α,3β-diacetoxypregna-5,7-diene-20-carboxylic acid obtained in Example 22 was used in lieu of 85 mg of 1α,3β-bis(methoxycarbonyloxy)pregna-5,7-diene-20-carboxylic acid to give 82 mg of methyl 1α,3β-di-acetoxypregna-5,7-diene-20-carboxylate. Reactants: C1(CCC(=O)O1)=O (succinic anhydride), COC=1C=CC(=CC1)C=O (anisaldehyde), S(O)(O)(=O)=O (sulfuric acid), N (ammonia), C12(C(CC(CC1)C2(C)C)O)C (Borneol), [Al] (aluminum). Run at temperature 65 celsius, time 53 hour. Reagents/catalysts: CN(C1=CC=NC=C1)C (4-(dimethyl amino) pyridine). Run in CO (methanol), C(C)(=O)O (acetic acid), N1=CC=CC=C1 (pyridine), C(C)(=O)OCC (ethyl acetate), O (H2O). RXN SMILES: [C:1]1(=[O:7])[O:6][C:4](=[O:5])[CH2:3][CH2:2]1.[C:8]12([CH3:18])[C:14]([CH3:16])([CH3:15])[CH:11]([CH2:12][CH2:13]1)[CH2:10][CH:9]2[OH:17].[Al].N.COC1C=CC(C=O)=CC=1.S(=O)(=O)(O)O>CN(C)C1C=CN=CC=1.O.C(O)(=O)C.CO.C(OCC)(=O)C.N1C=CC=CC=1>[C:1]([OH:6])(=[O:7])[CH2:2][CH2:3][C:4]([OH:17])=[O:5].[C:8]12([CH3:18])[C:14]([CH3:15])([CH3:16])[CH:11]([CH2:12][CH2:13]1)[CH2:10][CH:9]2[OH:17].[C:8]12([CH3:18])[C:14]([CH3:15])([CH3:16])[CH:11]([CH2:12][CH2:13]1)[CH2:10][CH:9]2[OH:17] |f:12.13.14|. Yields the product C(CCC(=O)O)(=O)O.C12(C(CC(CC1)C2(C)C)O)C.C21(C(CC(CC2)C1(C)C)O)C (borneol-hemisuccinate). Procedure details: First, 4-(dimethyl amino) pyridine (31.1 mg) was added to 9.1 ml pyridine, before adding succinic anhydride (487.7 mg). Borneol (168.4 mg) was added last, and the reaction mixture was heated under reflux with stirring for 53 hr at 65° C. The reaction was monitored by thin layer chromatography (“TLC”). The TLC assay used silica gel 60 F264 aluminum sheets (0.2 mm thick) from E. Merck (Darmstadt, Germany) with a mobile phase of 100 % ethyl acetate, 100% methanol, and 1% aqueous ammonia in a ratio ... The reactants are COc1cc(OC)nc(NC(=O)Oc2ccccc2)n1, CC#N, Cl, CC(S(N)(=O)=O)S(=O)(=O)N1CCCC1, C1CCC2=NCCCN2CC1. The product is COc1cc(OC)nc(NC(=O)NS(=O)(=O)C(C)S(=O)(=O)N2CCCC2)n1. As a reaction SMILES: [CH3:15][O:16][c:17]1[n:18][c:19]([NH:25][C:26]([O:27][c:29]2[cH:30][cH:31][cH:32][cH:33][cH:34]2)=[O:28])[n:20][c:21]([O:23][CH3:24])[cH:22]1.[CH3:47][C:48]#[N:49].[ClH:46].[N:1]1([S:6](=[O:7])(=[O:8])[CH:9]([CH3:10])[S:11](=[O:12])(=[O:13])[NH2:14])[CH2:2][CH2:3][CH2:4][CH2:5]1.[N:35]12[CH2:36][CH2:37][CH2:38][N:39]=[C:40]1[CH2:41][CH2:42][CH2:43][CH2:44][CH2:45]2>>[N:1]1([S:6](=[O:7])(=[O:8])[CH:9]([CH3:10])[S:11](=[O:12])(=[O:13])[NH:14][C:26]([NH:25][c:19]2[n:18][c:17]([O:16][CH3:15])[cH:22][c:21]([O:23][CH3:24])[n:20]2)=[O:27])[CH2:2][CH2:3][CH2:4][CH2:5]1. Reactants: ClC1=CC=C(C=C1)C#CCC1(C(NC(S1)=O)=O)S(=O)(=O)C1=CC=C(C=C1)OC (5-[3-(4-Chlorophenyl)prop-2-ynyl]-5-(4-methoxy-benzenesulfonyl)-thiazolidine-2,4-dione). The reagents and catalysts are [Pd] (palladium on charcoal). Solvent: O (water), CO (methanol). Yields the product ClC1=CC=C(C=C1)CCCC1(C(NC(S1)=O)=O)S(=O)(=O)C1=CC=C(C=C1)OC (5-[3-(4-Chlorophenyl)propyl]-5-(4-methoxybenzenesulfonyl)-thiazolidine-2,4-dione). RXN SMILES: [Cl:1][C:2]1[CH:7]=[CH:6][C:5]([C:8]#[C:9][CH2:10][C:11]2([S:18]([C:21]3[CH:26]=[CH:25][C:24]([O:27][CH3:28])=[CH:23][CH:22]=3)(=[O:20])=[O:19])[S:15][C:14](=[O:16])[NH:13][C:12]2=[O:17])=[CH:4][CH:3]=1>[Pd].CO.O>[Cl:1][C:2]1[CH:7]=[CH:6][C:5]([CH2:8][CH2:9][CH2:10][C:11]2([S:18]([C:21]3[CH:22]=[CH:23][C:24]([O:27][CH3:28])=[CH:25][CH:26]=3)(=[O:20])=[O:19])[S:15][C:14](=[O:16])[NH:13][C:12]2=[O:17])=[CH:4][CH:3]=1. Reported procedure: A sample of 5-[3-(4-Chlorophenyl)prop-2-ynyl]-5-(4-methoxy-benzenesulfonyl)-thiazolidine-2,4-dione (U.S. Pat. No. 5,605,918; February 1997; Wrobel, et al.) was hydrogenated in the presence of palladium on charcoal (10%) in methanol plus 2% water to give the title compound as a colorless glass, NMR (CDCl3) δ 1.57 (m, 1H); 1.97 (m, 1H); 2.20 (triplet of doublet), 1H); 2.45 (m, 1H); 2.61 (q, 2H); 3.92 (s, 3H); 7.0 (dd, 4H); 7.26 (d, 2H) 7.98 (d, 2H). Starting materials: C1CCOC1, O=[N+]([O-])c1ccc(N2CCNCC2)cc1, c1ccncc1, O=S(=O)(Cl)c1cccnc1. Product: O=[N+]([O-])c1ccc(N2CCN(S(=O)(=O)c3cccnc3)CC2)cc1. RXN SMILES: [CH2:32]1[O:33][CH2:34][CH2:35][CH2:36]1.[N+:1](=[O:2])([O-:3])[c:4]1[cH:5][cH:6][c:7]([N:10]2[CH2:11][CH2:12][NH:13][CH2:14][CH2:15]2)[cH:8][cH:9]1.[cH:26]1[cH:27][cH:28][n:29][cH:30][cH:31]1.[n:16]1[cH:17][c:18]([S:22](=[O:23])(=[O:24])[Cl:25])[cH:19][cH:20][cH:21]1>>[N+:1](=[O:2])([O-:3])[c:4]1[cH:5][cH:6][c:7]([N:10]2[CH2:11][CH2:12][N:13]([S:22]([c:18]3[cH:17][n:16][cH:21][cH:20][cH:19]3)(=[O:23])=[O:24])[CH2:14][CH2:15]2)[cH:8][cH:9]1. Reactants: FC(C(=O)N1C2CC(CC1CC2)C2C1=CC=CC=C1OC=1C=C(C=CC21)C#N)(F)F (9-[8-(2,2,2-Trifluoroacetyl)-8-aza-bicyclo[3.2.1]oct-3-yl]-9H-xanthene-3-carbonitrile), FC(C(=O)N1C2CC(CC1CC2)C2C1=CC=CC=C1OC=1C=C(C=CC21)C2=NN=NN2)(F)F (2,2,2-trifluoro-1-{3-[3-(1H-tetrazol-5-yl)-9H-xanthen-9-yl]-8-aza-bicyclo-[3.2.1]oct-8-yl}-ethanone), FC(C(=O)N1C2CC(CC1CC2)C2C1=CC=CC=C1OC=1C=C(C=CC21)C2=NN=NN2)(F)F (2,2,2-Trifluoro-1-{3-[3-(1H-tetrazol-5-yl)-9H-xanthen-9-yl]-8-aza-bicyclo[3.2.1]oct-8-yl}-ethanone). The product is C12CC(CC(CC1)N2)C2C1=CC=CC=C1OC=1C=C(C=CC21)C#N (9-(8-Aza-bicyclo[3.2.1]oct-3-yl)-9H-xanthene-3-carbonitrile). As a reaction SMILES: FC(F)(F)C([N:5]1[CH:10]2[CH2:11][CH2:12][CH:6]1[CH2:7][CH:8]([CH:13]1[C:26]3[CH:25]=[CH:24][C:23]([C:27]#[N:28])=[CH:22][C:21]=3[O:20][C:19]3[C:14]1=[CH:15][CH:16]=[CH:17][CH:18]=3)[CH2:9]2)=O.FC(F)(F)C(N1C2CCC1CC(C1C3C=CC(C4NN=NN=4)=CC=3OC3C1=CC=CC=3)C2)=O>>[CH:10]12[NH:5][CH:6]([CH2:12][CH2:11]1)[CH2:7][CH:8]([CH:13]1[C:26]3[CH:25]=[CH:24][C:23]([C:27]#[N:28])=[CH:22][C:21]=3[O:20][C:19]3[C:14]1=[CH:15][CH:16]=[CH:17][CH:18]=3)[CH2:9]2. Procedure details: Using an adaptation of the method described in Procedure 23, substituting 9-[8-(2,2,2-trifluoroacetyl)-8-aza-bicyclo[3.2.1]oct-3-yl]-9H-xanthene-3-carbonitrile, 3j for 2,2,2-trifluoro-1-{3-[3-(1H-tetrazol-5-yl)-9H-xanthen-9-yl]-8-aza-bicyclo-[3.2.1]oct-8-yl}-ethanone, 4j, the title compound 9-(8-aza-bicyclo[3.2.1]oct-3-yl)-9H-xanthene-3-carbonitrile, 1m was obtained.